This data is from the Open Reaction Database (ORD), a public repository of structured organic reaction records. The task is: describe an organic reaction: reactants, conditions, products, and yield Starting materials: [OH-].[Na+] (sodium hydroxide), C(C)(=O)OC1=CC=C(C=C1)C=1N=C(C(=NC1)NC(C)=O)CC1=CC=CC=C1 (5-(4-Acetoxyphenyl)-2-acetylamino-3-benzylpyrazine), Cl (hydrochloric acid). Run in CO (methanol). Product: C(C)(=O)NC1=NC=C(N=C1CC1=CC=CC=C1)C1=CC=C(C=C1)O (2-acetylamino-3-benzyl-5-(4-hydroxyphenyl)pyrazine). Isolated yield 34.8%. As a reaction SMILES: C([O:4][C:5]1[CH:10]=[CH:9][C:8]([C:11]2[N:12]=[C:13]([CH2:21][C:22]3[CH:27]=[CH:26][CH:25]=[CH:24][CH:23]=3)[C:14]([NH:17][C:18](=[O:20])[CH3:19])=[N:15][CH:16]=2)=[CH:7][CH:6]=1)(=O)C.[OH-].[Na+].Cl>CO>[C:18]([NH:17][C:14]1[C:13]([CH2:21][C:22]2[CH:27]=[CH:26][CH:25]=[CH:24][CH:23]=2)=[N:12][C:11]([C:8]2[CH:7]=[CH:6][C:5]([OH:4])=[CH:10][CH:9]=2)=[CH:16][N:15]=1)(=[O:20])[CH3:19] |f:1.2|. Procedure details: 5-(4-Acetoxyphenyl)-2-acetylamino-3-benzylpyrazine (c-33) (355 mg, 982 μmol) was dissolved in methanol (8 mL), to which was added 10% (w/v) aqueous solution of sodium hydroxide (1.8 mL) while stirring at room temperature and then stirred for an hour. To this was added 2 M hydrochloric acid to stop the reaction and extracted 3 times with ethyl acetate. The organic layer was washed with saturated brine and then dried over anhydrous sodium sulfate. After removing anhydrous sodium sulfate by filtrat...